Task: describe an organic reaction: reactants, conditions, products, and yield. Dataset: the Open Reaction Database (ORD), a public repository of structured organic reaction records Starting materials: [Cl-].[Al+3].[Cl-].[Cl-] (aluminum chloride), C(C)(=O)C1=CC2=CC=C(C(=C2C=C1)Br)OC (2-acetyl-5-bromo-6-methoxynaphthalene), BrC1=C(C=CC2=CC=CC=C12)OC (1-bromo-2-methoxynaphthalene), product. The solvent is CC=1C=CC(=CC1)C (p-xylene). Conditions: time 16 hour. The product is C(C)(=O)C1=CC2=CC=C(C=C2C=C1)OC (2-Acetyl-6-methoxynaphthalene). Reaction SMILES: [Cl-].[Al+3].[Cl-].[Cl-].[C:5]([C:8]1[CH:17]=[CH:16][C:15]2[C:10](=[CH:11][CH:12]=[C:13]([O:19][CH3:20])[C:14]=2Br)[CH:9]=1)(=[O:7])[CH3:6].BrC1C2C(=CC=CC=2)C=CC=1OC>CC1C=CC(C)=CC=1>[C:5]([C:8]1[CH:17]=[CH:16][C:15]2[C:10](=[CH:11][CH:12]=[C:13]([O:19][CH3:20])[CH:14]=2)[CH:9]=1)(=[O:7])[CH3:6] |f:0.1.2.3|. Procedure details: 45.3 Ml of p-xylene and 8.2 g of anhydrous aluminum chloride are added to the solution of 2-acetyl-5-bromo-6-methoxynaphthalene obtained as in example 1a), while keeping the temperature at -10° C. The reaction mixture is kept for 16 hours under stirring at room temperature and then it is worked as in example 1 obtaining 42.8 g of product with a yield equal to 87.3% calculated on the basis of the starting material 1-bromo-2-methoxynaphthalene. Product: ClC=1C(=NC2=CC=C(C=C2N1)[N+](=O)[O-])OC (3-Chloro-2-methoxy-6-nitroquinoxaline). The yield is 58.0%. Procedure: A slurry of 6.1 g (25 mmol) of 2,3-dichloro-6-nitroquinoxaline in 70 ml of dry methanol was heated to 50° C and treated dropwise over 5 h with 0.7 g (30 mmol) of sodium dissolved in 70 ml of dry methanol. The mixture was stirred over night at 50° C., cooled and filtered. The resulting precipitate was washed with cold ethanol and water and finally chromatographed on silica gel with toluene to give 3.5 g (58%) of the title compound; m.p. 155-158° C.; 1H-NMR (DMSO-d6): δ4.17 (s, 3H, CH3), 8.05 (d,J... As a reaction SMILES: Cl[C:2]1[C:11]([Cl:12])=[N:10][C:9]2[C:4](=[CH:5][CH:6]=[C:7]([N+:13]([O-:15])=[O:14])[CH:8]=2)[N:3]=1.[Na].[CH3:17][OH:18]>>[Cl:12][C:11]1[C:2]([O:18][CH3:17])=[N:3][C:4]2[C:9]([N:10]=1)=[CH:8][C:7]([N+:13]([O-:15])=[O:14])=[CH:6][CH:5]=2 |^1:15|. The reactants are ClC1=NC2=CC=C(C=C2N=C1Cl)[N+](=O)[O-] (2,3-dichloro-6-nitroquinoxaline), CO (methanol), CO (methanol), [Na] (sodium). Reaction conditions: temperature 50 celsius. The reactants are COC(CC1=CC(=C(C=C1)OCC1=CC=CC=C1)F)=O ((4-benzyloxy-3-fluoro-phenyl)-acetic acid methyl ester), [H-].[H-].[H-].[H-].[Li+].[Al+3] (LAH). The solvent is CCOCC (ether). Conditions: time 2 hour. Yields the product C(C1=CC=CC=C1)OC1=C(C=C(C=C1)CCO)F (2-(4-benzyloxy-3-fluoro-phenyl)-ethanol). The yield is 82.2%. Reaction SMILES: C[O:2][C:3](=O)[CH2:4][C:5]1[CH:10]=[CH:9][C:8]([O:11][CH2:12][C:13]2[CH:18]=[CH:17][CH:16]=[CH:15][CH:14]=2)=[C:7]([F:19])[CH:6]=1.[H-].[H-].[H-].[H-].[Li+].[Al+3]>CCOCC>[CH2:12]([O:11][C:8]1[CH:9]=[CH:10][C:5]([CH2:4][CH2:3][OH:2])=[CH:6][C:7]=1[F:19])[C:13]1[CH:18]=[CH:17][CH:16]=[CH:15][CH:14]=1 |f:1.2.3.4.5.6|. Procedure: To a solution of (4-benzyloxy-3-fluoro-phenyl)-acetic acid methyl ester (7.1 g, 25.7 mmol) in ether (150 mL), was LAH (1.07 g, 28.3 mmol) added portionwise at 0° C. The reaction mixture stirred for 2 hours at the same temperature. The reaction was quenched with H2O (5 mL) at 0° C. The solid material was filtrated off and washed with ether (50 mL). The ether was dried over MgSO4 and concentrated under vacuum to afford the desired compound (5.2 g, 82%) as a white solid. The crude compound was used... The reactants are C(C)(C)(C)OC(C(=O)OCC1CC2=C(CO1)SC(=C2C(=O)OC(C)(C)C)N)=O (oxalic acid 2-amino-3-tert-butoxycarbonyl-4,7-dihydro-5H-thieno[2,3-c]pyran-5-ylmethyl ester tert-butyl ester), C([O-])([O-])=O.[K+].[K+] (potassium carbonate), O (water). Solvent: CO (methanol). Product: COC(C(=O)OCC1CC2=C(CO1)SC(=C2C(=O)OC(C)(C)C)N)=O (oxalic acid 2-amino-3-tert-butoxycarbonyl-4,7-dihydro-5H-thieno[2,3-c]pyran-5-ylmethyl ester methyl ester). Yield: 8.7%. Reaction SMILES: [C:1]([O:5][C:6](=[O:28])[C:7]([O:9][CH2:10][CH:11]1[O:16][CH2:15][C:14]2[S:17][C:18]([NH2:27])=[C:19]([C:20]([O:22][C:23]([CH3:26])([CH3:25])[CH3:24])=[O:21])[C:13]=2[CH2:12]1)=[O:8])(C)(C)C.C(=O)([O-])[O-].[K+].[K+].O>CO>[CH3:1][O:5][C:6](=[O:28])[C:7]([O:9][CH2:10][CH:11]1[O:16][CH2:15][C:14]2[S:17][C:18]([NH2:27])=[C:19]([C:20]([O:22][C:23]([CH3:24])([CH3:26])[CH3:25])=[O:21])[C:13]=2[CH2:12]1)=[O:8] |f:1.2.3|. Procedure details: A solution of the above oxalic acid 2-amino-3-tert-butoxycarbonyl-4,7-dihydro-5H-thieno[2,3-c]pyran-5-ylmethyl ester tert-butyl ester (8.3 g, 20.1 mmol) and potassium carbonate (1.7 g, 12.3 mmol) was stirred in methanol (80 ml) in presence of water (3 ml) at room temperature for 10 min., at which time TLC indicated reaction complete. Methanol was removed in vacuo and the crude product was dissolved in dichloromethane (300 ml) and washed with water (3×150 ml). The organic phase was dried (MgSO4),...